From a dataset of the Open Reaction Database (ORD), a public repository of structured organic reaction records. describe an organic reaction: reactants, conditions, products, and yield Starting materials: OCC1=NOC(=C1)CCCCCOC1=C(C=C(C=C1Cl)C=1OCCN1)Cl (3-(Hydroxymethyl)-5-[5-[2,6-dichloro-4-(4,5-dihydro-2-oxazolyl)phenoxy]-pentyl]-isoxazole), C1(=CC=CC=C1)P(C1=CC=CC=C1)C1=CC=CC=C1 (triphenylphosphine), BrN1C(CCC1=O)=O (N-bromosuccinimide). The solvent is C(Cl)Cl (DCM), C(Cl)Cl (DCM). Run at time 3 hour. Yields the product BrCC1=NOC(=C1)CCCCCOC1=C(C=C(C=C1Cl)C=1OCCN1)Cl (3-(bromomethyl)-5-[5-[2,6-dichloro-4-(4,5-dihydro-2-oxazolyl)phenoxy]-pentyl]-isoxazole), solid. The yield is 65.1%. Reaction SMILES: O[CH2:2][C:3]1[CH:7]=[C:6]([CH2:8][CH2:9][CH2:10][CH2:11][CH2:12][O:13][C:14]2[C:19]([Cl:20])=[CH:18][C:17]([C:21]3[O:22][CH2:23][CH2:24][N:25]=3)=[CH:16][C:15]=2[Cl:26])[O:5][N:4]=1.C1(P(C2C=CC=CC=2)C2C=CC=CC=2)C=CC=CC=1.[Br:46]N1C(=O)CCC1=O>C(Cl)Cl>[Br:46][CH2:2][C:3]1[CH:7]=[C:6]([CH2:8][CH2:9][CH2:10][CH2:11][CH2:12][O:13][C:14]2[C:19]([Cl:20])=[CH:18][C:17]([C:21]3[O:22][CH2:23][CH2:24][N:25]=3)=[CH:16][C:15]=2[Cl:26])[O:5][N:4]=1. Reported procedure: 3-(Hydroxymethyl)-5-[5-[2,6-dichloro-4-(4,5-dihydro-2-oxazolyl)phenoxy]-pentyl]-isoxazole (540 mg, 1.25 μmnol) in DCM (5 ml), prepared according to a literature procedure J. Med. Chem. (1990) 33, 1306-1311, was added rapidly to triphenylphosphine (410 mg, 1.56 mmol) and N-bromosuccinimide (278 mg, 1.56 mmol) in DCM (15 ml) at 0° C. The reaction was allowed to warm to room temperature, then after 3 hours the product was adsorbed onto silica gel and chromatographed on silica gel, eluent 1:1 ethyl ... Starting materials: [K] (potassium), C(C(=C)C)(=O)OCCCS(=O)(=O)O (3-sulfopropyl methacrylate), aqueous solution, [Cl-].C1(=CC=CC=C1)[S+](C1=CC=CC=C1)C1=CC=CC=C1 (triphenylsulfonium chloride). Run in C(Cl)Cl (methylene chloride). Run at time 30 minute. Product: C(C(=C)C)(=O)OCCCS(=O)(=O)[O-].C1(=CC=CC=C1)[S+](C1=CC=CC=C1)C1=CC=CC=C1 (triphenylsulfonium 3-methacryloyloxypropanesulfonate). RXN SMILES: [K].[C:2]([O:7][CH2:8][CH2:9][CH2:10][S:11]([OH:14])(=[O:13])=[O:12])(=[O:6])[C:3]([CH3:5])=[CH2:4].[Cl-].[C:16]1([S+:22]([C:29]2[CH:34]=[CH:33][CH:32]=[CH:31][CH:30]=2)[C:23]2[CH:28]=[CH:27][CH:26]=[CH:25][CH:24]=2)[CH:21]=[CH:20][CH:19]=[CH:18][CH:17]=1>C(Cl)Cl>[C:2]([O:7][CH2:8][CH2:9][CH2:10][S:11]([O-:14])(=[O:12])=[O:13])(=[O:6])[C:3]([CH3:5])=[CH2:4].[C:29]1([S+:22]([C:16]2[CH:17]=[CH:18][CH:19]=[CH:20][CH:21]=2)[C:23]2[CH:28]=[CH:27][CH:26]=[CH:25][CH:24]=2)[CH:30]=[CH:31][CH:32]=[CH:33][CH:34]=1 |f:2.3,5.6,^1:0|. Reported procedure: To 100 g of methylene chloride were added 2.5 g (10 mmol) of a potassium salt of 3-sulfopropyl methacrylate and 23 g (10 mmol) of an aqueous solution of triphenylsulfonium chloride prepared in Synthesis Example 1-1. The mixture was stirred at room temperature for 30 minutes. The organic layer was taken out and washed with water. It was combined with ethanol and concentrated in vacuum while azeotroping off the residual water. There was obtained 3.3 g of triphenylsulfonium 3-methacryloyloxypropane... The reactants are O=C([O-])[O-], CCOC(=O)C(C#N)NC(=O)OC(C)(C)C, CC(C)=O, CC1CCC(C(C)C)C(OC(=O)CCl)C1, [I-], [K+], [K+], [K+]. Yields the product CCOC(=O)C(C#N)(CC(=O)OC1CC(C)CCC1C(C)C)NC(=O)OC(C)(C)C. Reaction SMILES: [C:17](=[O:18])([O-:19])[O-:20].[C:1]([CH3:2])([CH3:3])([CH3:4])[O:5][C:6](=[O:7])[NH:8][CH:9]([C:10](=[O:11])[O:12][CH2:13][CH3:14])[C:15]#[N:16].[CH3:40][C:41](=[O:42])[CH3:43].[Cl:25][CH2:26][C:27](=[O:28])[O:29][CH:30]1[CH2:31][CH:32]([CH3:39])[CH2:33][CH2:34][CH:35]1[CH:36]([CH3:37])[CH3:38].[I-:24].[K+:21].[K+:22].[K+:23]>>[C:1]([CH3:2])([CH3:3])([CH3:4])[O:5][C:6](=[O:7])[NH:8][C:9]([C:10](=[O:11])[O:12][CH2:13][CH3:14])([C:15]#[N:16])[CH2:26][C:27](=[O:28])[O:29][CH:30]1[CH2:31][CH:32]([CH3:39])[CH2:33][CH2:34][CH:35]1[CH:36]([CH3:37])[CH3:38]. Reactants: C1(CC1)C=1C=C(C=2N(C1)C(=C(N2)C)C(=O)OCC)OCC2=C(C=CC=C2F)F (ethyl 6-cyclopropyl-8-[(2,6-difluorobenzyl)oxy]-2-methylimidazo[1,2-a]pyridine-3-carboxylate), [OH-].[Li+] (lithium hydroxide), Cl (hydrochloric acid). Solvent: O1CCCC1.CO (tetrahydrofuran methanol). Run at temperature 40 celsius, time 4 hour. Yields the product C1(CC1)C=1C=C(C=2N(C1)C(=C(N2)C)C(=O)O)OCC2=C(C=CC=C2F)F (6-Cyclopropyl-8-[(2,6-difluorobenzyl)oxy]-2-methylimidazo[1,2-a]pyridine-3-carboxylic acid). Reaction SMILES: [CH:1]1([C:4]2[CH:5]=[C:6]([O:19][CH2:20][C:21]3[C:26]([F:27])=[CH:25][CH:24]=[CH:23][C:22]=3[F:28])[C:7]3[N:8]([C:10]([C:14]([O:16]CC)=[O:15])=[C:11]([CH3:13])[N:12]=3)[CH:9]=2)[CH2:3][CH2:2]1.[OH-].[Li+].Cl>O1CCCC1.CO>[CH:1]1([C:4]2[CH:5]=[C:6]([O:19][CH2:20][C:21]3[C:26]([F:27])=[CH:25][CH:24]=[CH:23][C:22]=3[F:28])[C:7]3[N:8]([C:10]([C:14]([OH:16])=[O:15])=[C:11]([CH3:13])[N:12]=3)[CH:9]=2)[CH2:2][CH2:3]1 |f:1.2,4.5|. Reported procedure: 470 mg of ethyl 6-cyclopropyl-8-[(2,6-difluorobenzyl)oxy]-2-methylimidazo[1,2-a]pyridine-3-carboxylate (Example 41A) were initially charged in 36 ml of tetrahydrofuran/methanol 5:1, and 6.1 ml of 1N aqueous lithium hydroxide solution were added. The mixture was stirred at 40° C. for 4 h and then acidified with 6 N hydrochloric acid and concentrated. The residue was taken up in water and repeatedly extracted with dichloromethane. The combined organic phases were washed with saturated aqueous sodi...